The task is: describe an organic reaction: reactants, conditions, products, and yield. This data is from the Open Reaction Database (ORD), a public repository of structured organic reaction records. The reactants are CC(=O)c1c(C)sc(C)c1CSC1=NOC(C)(C)C1, CON, CCO, CC(=O)[O-], Cl, [Na+], O. Product: CON=C(C)c1c(C)sc(C)c1CSC1=NOC(C)(C)C1. Reaction SMILES: [C:10]([CH3:11])(=[O:12])[c:13]1[c:14]([CH2:20][S:21][C:22]2=[N:23][O:24][C:25]([CH3:27])([CH3:28])[CH2:26]2)[c:15]([CH3:19])[s:16][c:17]1[CH3:18].[CH3:2][O:3][NH2:4].[CH3:30][CH2:31][OH:32].[CH3:6][C:7](=[O:8])[O-:9].[ClH:1].[Na+:5].[OH2:29]>>[CH3:2][O:3][N:4]=[C:10]([CH3:11])[c:13]1[c:14]([CH2:20][S:21][C:22]2=[N:23][O:24][C:25]([CH3:27])([CH3:28])[CH2:26]2)[c:15]([CH3:19])[s:16][c:17]1[CH3:18]. The reactants are CC(COC(=O)N1[C@H](C(=O)O[BH-](OC([C@H]2N(CCC2)C(=O)OCC(C)C)=O)OC([C@H]2N(CCC2)C(=O)OCC(C)C)=O)CCC1)C.[Na+] (sodium tris[N-(2-methylpropyloxycarbonyl)prolyloxy]borohydride), C(C1=CC=CC=C1)OC1=C(C=C2CCN=C(C2=C1)C1(CC1)C1=C(C=CC=C1)Cl)OC (7-benzyloxy-1-[1-(2-chlorophenyl)cyclopropyl]-6-methoxy-3,4-dihydroisoquinoline), C([O-])([O-])=O.[Na+].[Na+] (sodium carbonate), S(O)(O)(=O)=O (sulphuric acid). The solvent is ClCCl (dichloromethane), ClCCl (dichloromethane). Reaction conditions: time 49 hour. Product: C(C1=CC=CC=C1)OC1=C(C=C2CCNC(C2=C1)C1(CC1)C1=C(C=CC=C1)Cl)OC (7-benzyloxy-1-[1-(2-chlorophenyl)cyclopropyl]-6-methoxy-1,2,3,4-tetrahydroisoquinoline). RXN SMILES: [CH2:1]([O:8][C:9]1[CH:18]=[C:17]2[C:12]([CH2:13][CH2:14][N:15]=[C:16]2[C:19]2([C:22]3[CH:27]=[CH:26][CH:25]=[CH:24][C:23]=3[Cl:28])[CH2:21][CH2:20]2)=[CH:11][C:10]=1[O:29][CH3:30])[C:2]1[CH:7]=[CH:6][CH:5]=[CH:4][CH:3]=1.CC(C)COC(N1CCC[C@H]1C(O[BH-](OC(=O)[C@@H]1CCCN1C(OCC(C)C)=O)OC(=O)[C@@H]1CCCN1C(OCC(C)C)=O)=O)=O.[Na+].S(=O)(=O)(O)O.C(=O)([O-])[O-].[Na+].[Na+]>ClCCl>[CH2:1]([O:8][C:9]1[CH:18]=[C:17]2[C:12]([CH2:13][CH2:14][NH:15][CH:16]2[C:19]2([C:22]3[CH:27]=[CH:26][CH:25]=[CH:24][C:23]=3[Cl:28])[CH2:20][CH2:21]2)=[CH:11][C:10]=1[O:29][CH3:30])[C:2]1[CH:7]=[CH:6][CH:5]=[CH:4][CH:3]=1 |f:1.2,4.5.6|. Procedure details: A solution of 7-benzyloxy-1-[1-(2-chlorophenyl)cyclopropyl]-6-methoxy-3,4-dihydroisoquinoline (0.5 g, prepared in a similar manner to that described in Example CA281) in dichloromethane (10 ml) was added dropwise at -40° C. to a stirred solution of sodium tris[N-(2-methylpropyloxycarbonyl)prolyloxy]borohydride (2.43 g) in dichloromethane (10 ml). The mixture was allowed to reach ambient temperature and was stirred for 49 hours. Dilute sulphuric acid (10 ml, 10% v/v) was added, and stirring conti... The reactants are ClCC(=O)NCNC(C=C)=O (N-chloroacetamidomethyl acrylamide), C(C=C)(=O)NCN1C(CCC1)=O (acrylamidomethyl 2-oxopyrrolidine), C(C)O (ethanol), N(=NC(C#N)(C)C)C(C#N)(C)C (azobis-iso-butyronitrile). Run in O (water). Yields the product ClCC(=O)NCNC(C=C)=O.C(C=C)(=O)NCN1C(CCC1)=O (N-chloroacetamidomethyl acrylamide N-acrylamidomethyl-2-oxopyrrolidine). Reaction SMILES: [Cl:1][CH2:2][C:3]([NH:5][CH2:6][NH:7][C:8](=[O:11])[CH:9]=[CH2:10])=[O:4].[C:12]([NH:16][CH2:17][N:18]1[CH2:22][CH2:21][CH2:20][C:19]1=[O:23])(=[O:15])[CH:13]=[CH2:14].C(O)C.N(C(C)(C)C#N)=NC(C)(C)C#N>O>[Cl:1][CH2:2][C:3]([NH:5][CH2:6][NH:7][C:8](=[O:11])[CH:9]=[CH2:10])=[O:4].[C:12]([NH:16][CH2:17][N:18]1[CH2:22][CH2:21][CH2:20][C:19]1=[O:23])(=[O:15])[CH:13]=[CH2:14] |f:5.6|. Procedure: 18 g of N-chloroacetamidomethyl acrylamide, 18 g of acrylamidomethyl 2-oxopyrrolidine, 144 g of ethanol, 144 g of water and 1.8 g of azobis-iso-butyronitrile are placed in a reactor. The mixture is heated under a nitrogen blanket for 2 hours with constant stirring.